Dataset: the Open Reaction Database (ORD), a public repository of structured organic reaction records. Task: describe an organic reaction: reactants, conditions, products, and yield Reactants: C=CC(C)=C.C=CC=C (isoprene butadiene), C=CC1=CC=CC=C1 (styrene), C=CC1=CC=CC=C1 (styrene), lithium sec-butyl, 50/50. Run in C1CCCCC1 (cyclohexane). Conditions: time 60 minute. Yields the product C=CC(C)=C.C=CC1=CC=CC=C1.C=CC=C.C=CC1=CC=CC=C1 (styrene-isoprene 1,3-butadiene styrene). RXN SMILES: [CH2:1]=[CH:2][C:3]1[CH:8]=[CH:7][CH:6]=[CH:5][CH:4]=1.[CH2:9]=[CH:10][C:11](=C)[CH3:12].C=CC=C>C1CCCCC1>[CH2:1]=[CH:2][C:3](=[CH2:4])[CH3:8].[CH2:1]=[CH:2][C:3]1[CH:8]=[CH:7][CH:6]=[CH:5][CH:4]=1.[CH2:9]=[CH:10][CH:11]=[CH2:12].[CH2:1]=[CH:2][C:3]1[CH:8]=[CH:7][CH:6]=[CH:5][CH:4]=1 |f:1.2,4.5.6.7|. Procedure details: Nishikawa, et al., U.S. Pat. No. 5,436,295, Jul. 25, 1995 describes the reparation of block copolymer using a pressure-proof vessel equipped with a stirrer was charged with 3,000 g of cyclohexane, 50 g of sufficiently dewatered styrene and 0.01 mole of lithium sec-butyl followed by polymerization at 60. degree. C. for 60 minutes, addition of 200 g of a 50/50 by weight mixture of isoprene/butadiene followed by polymerization at 60. degree. C. for 60 minutes and addition of 50 g of styrene followe...